From a dataset of the Open Reaction Database (ORD), a public repository of structured organic reaction records. describe an organic reaction: reactants, conditions, products, and yield Starting materials: [N+](=O)([O-])C1=NNN=C1 (4-nitro-2H-1,2,3-triazole), [H-].[Na+] (sodium hydride), C([O-])(O)=O.[Na+] (sodium bicarbonate), C(C)I (ethyl iodide). Run in CN(C=O)C (N,N-dimethylformamide). Conditions: time 10 minute. The product is C(C)N1N=CC(=N1)[N+](=O)[O-] (2-ethyl-4-nitro-2H-1,2,3-triazole). The yield is 53.7%. Reaction SMILES: [N+:1]([C:4]1[CH:8]=[N:7][NH:6][N:5]=1)([O-:3])=[O:2].[H-].[Na+].[CH2:11](I)[CH3:12].C(=O)(O)[O-].[Na+]>CN(C)C=O>[CH2:11]([N:6]1[N:5]=[C:4]([N+:1]([O-:3])=[O:2])[CH:8]=[N:7]1)[CH3:12] |f:1.2,4.5|. Procedure: To a solution of 4-nitro-2H-1,2,3-triazole (2.02 g, 17.7 mmol) in N,N-dimethylformamide (40 ml), sodium hydride (1.06 g, 26.6 mmol) was added at 0° C., and the mixture was stirred at room temperature for 10 minutes. To the reaction solution was added ethyl iodide (4.15 g, 26.6 mmol), followed by stirring the mixture overnight at room temperature. To the reaction solution was added a saturated aqueous sodium bicarbonate solution, the mixture was then extracted with ethyl acetate, and the combined... Reactants: ClC=1C=C(C=CC1)C1=CC(=NC=C1)C(=O)O (4-(3-chlorophenyl)picolinic acid), CNC(C)(C)C (N,2-dimethylpropan-2-amine). Product: C(C)(C)(C)N(C(=O)C1=NC=CC(=C1)C1=CC(=CC=C1)Cl)C (4-(3-Chloro-phenyl)-pyridine-2-carboxylic acid tert-butyl-methyl-amide). As a reaction SMILES: [Cl:1][C:2]1[CH:3]=[C:4]([C:8]2[CH:13]=[CH:12][N:11]=[C:10]([C:14]([OH:16])=O)[CH:9]=2)[CH:5]=[CH:6][CH:7]=1.[CH3:17][NH:18][C:19]([CH3:22])([CH3:21])[CH3:20]>>[C:19]([N:18]([CH3:17])[C:14]([C:10]1[CH:9]=[C:8]([C:4]2[CH:5]=[CH:6][CH:7]=[C:2]([Cl:1])[CH:3]=2)[CH:13]=[CH:12][N:11]=1)=[O:16])([CH3:22])([CH3:21])[CH3:20]. Procedure details: The title compound was synthesized in analogy to Example 1, using 4-(3-chlorophenyl)picolinic acid (CAN 1207725-34-5) and N,2-dimethylpropan-2-amine (CAN 14610-37-8) as starting materials and isolated (10 mg, 77%) as colorless oil; MS (ESI, m/z): 303.4 (MH+). Starting materials: ClC=1C=CC2=C(SC(=C2)S(=O)(=O)N2CCN(CC2)CC(=S)N)C1 (2-[4-(6-chloro-benzo[b]thiophene-2-sulfonyl)-piperazin-1-yl]-thioacetamide), BrC1C(C(CCC1)=O)=O (3-bromo-cyclohexane-1,2-dione), C1(=CC=CC=C1)C.C(C)(C)(C)O (toluene t-butanol). Run at temperature 90 celsius. Yields the product ClC=1C=CC2=C(SC(=C2)S(=O)(=O)N2CC(N(CC2)CC=2SC3=C(N2)C(CCC3)=O)=O)C1 (2-[4-(6-chloro-benzo[b]thiophene-2-sulfonyl)-2-oxo-piperazin-1-ylmethyl]-6,7-dihydro-5H-benzothiazol-4-one). RXN SMILES: [Cl:1][C:2]1[CH:3]=[CH:4][C:5]2[CH:9]=[C:8]([S:10]([N:13]3[CH2:18][CH2:17][N:16]([CH2:19][C:20]([NH2:22])=[S:21])[CH2:15][CH2:14]3)(=[O:12])=[O:11])[S:7][C:6]=2[CH:23]=1.Br[CH:25]1[CH2:30][CH2:29][CH2:28][C:27](=[O:31])[C:26]1=O.C1(C)C=CC=CC=1.C([OH:44])(C)(C)C>>[Cl:1][C:2]1[CH:3]=[CH:4][C:5]2[CH:9]=[C:8]([S:10]([N:13]3[CH2:18][CH2:17][N:16]([CH2:19][C:20]4[S:21][C:25]5[CH2:30][CH2:29][CH2:28][C:27](=[O:31])[C:26]=5[N:22]=4)[C:15](=[O:44])[CH2:14]3)(=[O:11])=[O:12])[S:7][C:6]=2[CH:23]=1 |f:2.3|. Reported procedure: To a solution of toluene/t-butanol (1:1) is added 2-[4-(6-chloro-benzo[b]thiophene-2-sulfonyl)-piperazin-1-yl]-thioacetamide (180 mg, 0.45 mmol) and 3-bromo-cyclohexane-1,2-dione (135 mg, 0.80 mmol). The reaction is heated at 90° C. for 4 h and is then concentrated and crude product is dissolved in CH2Cl2 and washed with NaHCO3. The solution is concentrated and purified using 1% MeOH/EtOAc to provide 2-[4-(6-chloro-benzo[b]thiophene-2-sulfonyl)-2-oxo-piperazin-1-ylmethyl]-6,7-dihydro-5H-benzothi... Starting materials: C(C1=CC=CC=C1)(=O)O[C@@H]1[C@H](O[C@H]([C@@H]1OC(C1=CC=CC=C1)=O)COC(C1=CC=CC=C1)=O)N1C2=NC=NC(=C2N=C1)Cl (9-(2, 3, 5-Tri-O-benzoyl-β-L-ribofuranosyl)-6-chloropurine), steel, COCCOC.N (DME NH3). Run in N.CO (NH3 MeOH). Yields the product [C@H]1([C@@H](O)[C@@H](O)[C@@H](O1)CO)N1C2=NC=NC(=C2N=C1)N (9-β-L-Ribofuranosyladenine). The yield is 67.0%. RXN SMILES: C([O:9][C@H:10]1[C@@H:14]([O:15]C(=O)C2C=CC=CC=2)[C@H:13]([CH2:24][O:25]C(=O)C2C=CC=CC=2)[O:12][C@@H:11]1[N:34]1[CH:42]=[N:41][C:40]2[C:35]1=[N:36][CH:37]=[N:38][C:39]=2Cl)(=O)C1C=CC=CC=1.COCCOC.[NH3:50]>N.CO>[C@H:11]1([N:34]2[CH:42]=[N:41][C:40]3[C:35]2=[N:36][CH:37]=[N:38][C:39]=3[NH2:50])[O:12][C@@H:13]([CH2:24][OH:25])[C@H:14]([OH:15])[C@@H:10]1[OH:9] |f:1.2,3.4|. Procedure details: A solution of 9 (1.00 g) in DME/NH3 (50 ml) was heated at 80° C. in a steel bomb for 24 hours. After cooling, the solvent was evaporated and the solid obtained was stirred in NH3 /MeOH (100 ml) overnight. After the evaporation of the solvent, the residue was dissolved in water (50 ml), washed with CHCl3 (2×25 ml) and ether (2×25 ml). The water layer was evaporated and the residue crystallized from water to give pure 10 (0.30 g, 67%) as white crystals: m.p. 225° C. (dec). The reactants are C(=O)(O)[O-].[Na+] (NaHCO3), N[C@@]1(C(C(=C(C2=CC=CC=C12)O)C1=NS(C2=C(N1)C=CC(=C2)NC(OC(C)(C)C)=O)(=O)=O)=O)CCC(C)C (tert-butyl 3-[(4S)-4-amino-1-hydroxy-4-(3-methylbutyl)-3-oxo-3,4-dihydronaphthalen-2-yl]-1,1-dioxido-4H-1,2,4-benzothiadiazin-7-ylcarbamate), C(C1=CC=CC=C1)=O (benzaldehyde), C(C)(=O)O (acetic acid), C(C)(=O)O[BH-](OC(C)=O)OC(C)=O.[Na+] (sodium triacetoxyborohydride), N1=CC=CC=C1 (pyridine), CS(=O)(=O)Cl (methanesulfonyl chloride). Solvent: ClCCl (dichloromethane), O (H2O). Reaction conditions: time 16 hour. The product is C(C1=CC=CC=C1)N[C@@]1(C(C(=C(C2=CC=CC=C12)O)C1=NS(C2=C(N1)C=CC(=C2)NS(=O)(=O)C)(=O)=O)=O)CCC(C)C (N-{3-[(4S)-4-(benzylamino)-1-hydroxy-4-(3-methylbutyl)-3-oxo-3,4-dihydronaphthalen-2-yl]-1,1-dioxido-4H-1,2,4-benzothiadiazin-7-yl}methanesulfonamide). Yield: 68.4%. RXN SMILES: [NH2:1][C@@:2]1([CH2:34][CH2:35][CH:36]([CH3:38])[CH3:37])[C:11]2[C:6](=[CH:7][CH:8]=[CH:9][CH:10]=2)[C:5]([OH:12])=[C:4]([C:13]2[NH:18][C:17]3[CH:19]=[CH:20][C:21]([NH:23]C(=O)OC(C)(C)C)=[CH:22][C:16]=3[S:15](=[O:32])(=[O:31])[N:14]=2)[C:3]1=[O:33].[CH:39](=O)[C:40]1[CH:45]=[CH:44][CH:43]=[CH:42][CH:41]=1.C(O)(=O)C.C(O[BH-](OC(=O)C)OC(=O)C)(=O)C.[Na+].C([O-])(O)=O.[Na+].N1C=CC=CC=1.[CH3:76][S:77](Cl)(=[O:79])=[O:78]>ClCCl.O>[CH2:39]([NH:1][C@@:2]1([CH2:34][CH2:35][CH:36]([CH3:37])[CH3:38])[C:11]2[C:6](=[CH:7][CH:8]=[CH:9][CH:10]=2)[C:5]([OH:12])=[C:4]([C:13]2[NH:18][C:17]3[CH:19]=[CH:20][C:21]([NH:23][S:77]([CH3:76])(=[O:79])=[O:78])=[CH:22][C:16]=3[S:15](=[O:32])(=[O:31])[N:14]=2)[C:3]1=[O:33])[C:40]1[CH:45]=[CH:44][CH:43]=[CH:42][CH:41]=1 |f:3.4,5.6|. Reported procedure: To a solution of Example 83B (100 mg, 0.18 mmol) in dichloromethane (2.5 mL) was added benzaldehyde (23 μL, 0.22 mmol), acetic acid (26 μL, 0.46 mmol) and sodium triacetoxyborohydride (63 mg, 0.30 mmol) and the solution was stirred at room temperature for 16 hours. 10% NaHCO3 (10 mL) was added and the solution stirred for 10 minutes, diluted with H2O (10 mL) and the solution extracted with dichloromethane (3×10 mL). The organic extracts were combined, dried (Na2SO4), the drying agent filtered of... Reactants: Cl (hydrochloric acid), CCOCC (ether), ClC=1C=C(C=CC1)C(C1=CC(=CC=C1)OC)=O (3'-chloro-3-methoxybenzophenone), [Cl-].[Al+3].[Cl-].[Cl-] (aluminium chloride). Solvent: ClC1=CC=CC=C1 (chlorobenzene). Reaction conditions: temperature 60 celsius, time 1 hour. Product: ClC=1C=C(C=CC1)C(C1=CC(=CC=C1)O)=O (3'-chloro-3-hydroxybenzophenone). Reaction SMILES: CCOCC.[Cl:6][C:7]1[CH:8]=[C:9]([C:13](=[O:22])[C:14]2[CH:19]=[CH:18][CH:17]=[C:16]([O:20]C)[CH:15]=2)[CH:10]=[CH:11][CH:12]=1.[Cl-].[Al+3].[Cl-].[Cl-].Cl>ClC1C=CC=CC=1>[Cl:6][C:7]1[CH:8]=[C:9]([C:13](=[O:22])[C:14]2[CH:19]=[CH:18][CH:17]=[C:16]([OH:20])[CH:15]=2)[CH:10]=[CH:11][CH:12]=1 |f:2.3.4.5|. Procedure: 26 of the ether obtained above in (1) and 60 cm3 of chlorobenzene are introduced into a 250 cm3 single-necked flask and 35 g of aluminium chloride are added a little at a time; the reaction mixture is then heated under reflux for 30 minutes, allowed to cool to about 60° C. and then poured onto a mixture of ice and concentrated hydrochloric acid (d = 1.18); this mixture is stirred for 1 hour and the solid is then filtered; the latter is washed with petroleum ether to free it from the last traces ... Starting materials: ClC(Cl)(OC(OC(Cl)(Cl)Cl)=O)Cl (triphosgene), ClC1=NC=C(C=N1)N (2-chloro-5-aminopyrimidine), CCN(C(C)C)C(C)C (DIPEA), Cl.N[C@@](C(=O)OC)(CC)C (methyl (R)-2-amino-2-methyl-butyrate hydrochloride). The reagents and catalysts are CN(C)C=1C=CN=CC1 (DMAP). Run in C(C)(=O)OCC.ClCCl (ethyl acetate dichloromethane), C(C)(=O)OCC (Ethyl acetate), C(C)(=O)OCC (ethyl acetate), C(C)(=O)OCC (ethyl acetate). Conditions: temperature 0 celsius, time 15 minute. The product is ClC1=NC=C(C=N1)N1C(N[C@](C1=O)(C)CC)=O ((5R)-3-(2-chloropyrimidin-5-yl)-5-ethyl-5-methyl-imidazolidine-2,4-dione). Reaction SMILES: ClC(Cl)(O[C:5](=[O:11])OC(Cl)(Cl)Cl)Cl.[Cl:13][C:14]1[N:19]=[CH:18][C:17]([NH2:20])=[CH:16][N:15]=1.CCN(C(C)C)C(C)C.Cl.[NH2:31][C@:32]([CH3:39])([CH2:37][CH3:38])[C:33](OC)=[O:34]>C(OCC)(=O)C.CN(C1C=CN=CC=1)C.C(OCC)(=O)C.ClCCl>[Cl:13][C:14]1[N:19]=[CH:18][C:17]([N:20]2[C:33](=[O:34])[C@:32]([CH2:37][CH3:38])([CH3:39])[NH:31][C:5]2=[O:11])=[CH:16][N:15]=1 |f:3.4,7.8|. Procedure details: To a solution of triphosgene (1.38 g, 4.65 mmol) in Ethyl acetate (20 ml) at 0° C. a solution of 2-chloro-5-aminopyrimidine (1 g, 7.75 mmol)/DIPEA (8 ml, 4.65 mmol) in ethyl acetate (40 ml) was slowly added (20 minutes) and the reaction mixture was stirred for 15 minutes at the same temperature. Maintaining the reaction mixture at 0° C., vacuum was applied (10 minutes) for removing the excess of phosgene. A solution of DMAP (0.945 g, 7.75 mmol) in ethyl acetate/dichloromethane 1:1 (8 ml) was add... Solvent: C1=CC=CC=C1 (benzene). Reported procedure: One hundred milligrams (0.237 mmol) of 4-[(1-(2-piperidino-phenyl)-ethyl)-aminocarbonylmethyl]-benzoic acid-tert.butyl ester in 5 ml of benzene were heated together with some crystals of p-toluene-sulfonic acid hydrate to reflux temperature for half a day. According to the thin layer chromatogram no starting product could be then detected; however, according to the Rf -value and mass spectrum the desired product was formed. RXN SMILES: C([O:5][C:6](=[O:31])[C:7]1[CH:12]=[CH:11][C:10]([CH:13]([CH:17]([C:19]2[CH:24]=[CH:23][CH:22]=[CH:21][C:20]=2[N:25]2[CH2:30][CH2:29][CH2:28][CH2:27][CH2:26]2)[CH3:18])[C:14]([NH2:16])=[O:15])=[CH:9][CH:8]=1)(C)(C)C.O.C1(C)C=CC(S(O)(=O)=O)=CC=1>C1C=CC=CC=1>[N:25]1([C:20]2[CH:21]=[CH:22][CH:23]=[CH:24][C:19]=2[CH:17]([CH:13]([C:14]([NH2:16])=[O:15])[C:10]2[CH:9]=[CH:8][C:7]([C:6]([OH:31])=[O:5])=[CH:12][CH:11]=2)[CH3:18])[CH2:26][CH2:27][CH2:28][CH2:29][CH2:30]1 |f:1.2|. The reactants are C(C)(C)(C)OC(C1=CC=C(C=C1)C(C(=O)N)C(C)C1=C(C=CC=C1)N1CCCCC1)=O (4-[(1-(2-piperidino-phenyl)-ethyl)-aminocarbonylmethyl]-benzoic acid-tert.butyl ester), O.C1(=CC=C(C=C1)S(=O)(=O)O)C (p-toluene-sulfonic acid hydrate). Product: N1(CCCCC1)C1=C(C=CC=C1)C(C)C(C1=CC=C(C(=O)O)C=C1)C(=O)N (4-[(1-(2-Piperidino-phenyl)-1-ethyl)-aminocarbonylmethyl]-benzoic acid). The reactants are ClCCl, O=C(O)C(F)(F)F, CN1CCN(C2CCC(n3nc(-c4ccc(CNC(=O)OC(C)(C)C)cc4)c4c(N)ncnc43)CC2)CC1. Product: CN1CCN(C2CCC(n3nc(-c4ccc(CN)cc4)c4c(N)ncnc43)CC2)CC1. As a reaction SMILES: [Cl:46][CH2:47][Cl:48].[F:39][C:40]([F:41])([F:42])[C:43]([OH:44])=[O:45].[NH2:1][c:2]1[c:3]2[c:4]([n:5][cH:6][n:7]1)[n:8]([CH:26]1[CH2:27][CH2:28][CH:29]([N:32]3[CH2:33][CH2:34][N:35]([CH3:38])[CH2:36][CH2:37]3)[CH2:30][CH2:31]1)[n:9][c:10]2-[c:11]1[cH:12][cH:13][c:14]([CH2:15][NH:16][C:17](=[O:18])[O:19][C:20]([CH3:21])([CH3:22])[CH3:23])[cH:24][cH:25]1>>[NH2:1][c:2]1[c:3]2[c:4]([n:5][cH:6][n:7]1)[n:8]([CH:26]1[CH2:27][CH2:28][CH:29]([N:32]3[CH2:33][CH2:34][N:35]([CH3:38])[CH2:36][CH2:37]3)[CH2:30][CH2:31]1)[n:9][c:10]2-[c:11]1[cH:12][cH:13][c:14]([CH2:15][NH2:16])[cH:24][cH:25]1. Reactants: Cl.Cl.N[C@@H]1CN2CCC1CC2 ((S)-(−)-3-aminoquinuclidine dihydrochloride), C1(CCCC1)N1C2=C(N(C(C3(C1)CC3)=O)C)C=NC(=N2)NC2=C(C=C(C(=O)O)C=C2)OC (4-(9′-Cyclopentyl-5′-methyl-6′-oxo-5′,6′,8′,9′-tetrahydrospiro[cyclopropane-1,7′-pyrimido[4,5-b][1,4]diazepine]-2′-ylamino)-3-methoxybenzoic acid), C1(CCCC1)N1C2=C(N(C(C3(C1)CC3)=O)C)C=NC(=N2)NC2=C(C=C(C(=O)O)C=C2)OC (4-(9′-Cyclopentyl-5′-methyl-6′-oxo-5′,6′,8′,9′-tetrahydrospiro[cyclopropane-1,7′-pyrimido[4,5-b][1,4]diazepine]-2′-ylamino)-3-methoxybenzoic acid), CCN(C(C)C)C(C)C (DIPEA), CN(C)C(=[N+](C)C)ON1C2=C(C=CC=C2)N=N1.[B-](F)(F)(F)F (TBTU). The solvent is C(Cl)Cl (DCM), C(Cl)Cl (DCM). Reaction conditions: time 16 hour. Yields the product C1(CCCC1)N1C2=C(N(C(C3(C1)CC3)=O)C)C=NC(=N2)NC2=C(C=C(C(=O)N[C@@H]3CN1CCC3CC1)C=C2)OC ((S)-4-(9′-cyclopentyl-5′-methyl-6′-oxo-5′,6′,8′,9′-tetrahydrospiro[cyclopropane-1,7′-pyrimido[4,5-b][1,4]diazepine]-2′-ylamino)-3-methoxy-N-(quinuclidin-3-yl)benzamide). As a reaction SMILES: [CH:1]1([N:6]2[CH2:12][C:11]3([CH2:14][CH2:13]3)[C:10](=[O:15])[N:9]([CH3:16])[C:8]3[CH:17]=[N:18][C:19]([NH:21][C:22]4[CH:30]=[CH:29][C:25]([C:26](O)=[O:27])=[CH:24][C:23]=4[O:31][CH3:32])=[N:20][C:7]2=3)[CH2:5][CH2:4][CH2:3][CH2:2]1.CCN(C(C)C)C(C)C.CN(C(ON1N=NC2C=CC=CC1=2)=[N+](C)C)C.[B-](F)(F)(F)F.Cl.Cl.[NH2:66][C@H:67]1[CH:72]2[CH2:73][CH2:74][N:69]([CH2:70][CH2:71]2)[CH2:68]1>C(Cl)Cl>[CH:1]1([N:6]2[CH2:12][C:11]3([CH2:13][CH2:14]3)[C:10](=[O:15])[N:9]([CH3:16])[C:8]3[CH:17]=[N:18][C:19]([NH:21][C:22]4[CH:30]=[CH:29][C:25]([C:26]([NH:66][C@H:67]5[CH:72]6[CH2:73][CH2:74][N:69]([CH2:70][CH2:71]6)[CH2:68]5)=[O:27])=[CH:24][C:23]=4[O:31][CH3:32])=[N:20][C:7]2=3)[CH2:5][CH2:4][CH2:3][CH2:2]1 |f:2.3,4.5.6|. Procedure: 4-(9′-Cyclopentyl-5′-methyl-6′-oxo-5′,6′,8′,9′-tetrahydrospiro[cyclopropane-1,7′-pyrimido[4,5-b][1,4]diazepine]-2′-ylamino)-3-methoxybenzoic acid (Intermediate 5) (0.11 g, 0.25 mmol, 1 eq), DIPEA (0.17 mL) and TBTU (88 mg, 0.28 mmol, 1.1 eq) were added to 5 mL DCM and the resulting solution stirred at rt for 30 min before the addition of (S)-(−)-3-aminoquinuclidine dihydrochloride (60 mg, 0.30 mmol, 1.2 eq). The RM was then stirred at rt for 16 hours before diluting with DCM and washing sequenti...